This data is from the Open Reaction Database (ORD), a public repository of structured organic reaction records. The task is: describe an organic reaction: reactants, conditions, products, and yield Starting materials: C(C(=O)C)=O (pyruvaldehyde), C(C)(=O)O (Acetic acid), Cl.O1CC(CC1)NN (tetrahydrofuran-3-ylhydrazine hydrochloride), [Na+].[Cl-] (NaCl). Solvent: O (water), O (water). Conditions: time 8 hour. Product: O1CC(CC1)NN=CC(C)=O (2-oxopropanal tetrahydrofuran-3-ylhydrazone). The yield is 52.9%. As a reaction SMILES: C(O)(=O)C.Cl.[O:6]1[CH2:10][CH2:9][CH:8]([NH:11][NH2:12])[CH2:7]1.[CH:13](=O)[C:14]([CH3:16])=[O:15].[Na+].[Cl-]>O>[O:6]1[CH2:10][CH2:9][CH:8]([NH:11][N:12]=[CH:13][C:14](=[O:15])[CH3:16])[CH2:7]1 |f:1.2,4.5|. Reported procedure: Acetic acid (1.7 mL) was slowly added to a solution of tetrahydrofuran-3-ylhydrazine hydrochloride (2.50 g, 18.0 mmol) (prepared as described by Bacon, E. R.; Singh, B.; and Lesher, G. Y. in U.S. Pat. No. 5,294,612) in water (30 mL). This mixture was then added dropwise to a solution of pyruvaldehyde (2.59 g, 2.34 mL, 14.4 mmol) in water (240 mL). The mixture was stirred overnight at room temperature. The mixture was poured into a seperatory funnel, NaCl was added and dissolved in the aqueous ph... Reactants: N1=CC(=CC=C1)C=1C=C2C(=NC1)NC=C2 (5-Pyridin-3-yl-1H-pyrrolo[2,3-b]pyridine), [Cl-].[Cl-].[Cl-].[Al+3] (aluminum trichloride), S(=O)(Cl)Cl (thionyl chloride), O1CCCC1 (tetrahydrofuran), C(CCC)NC(NC=1C(=C(C(=O)O)C=CC1)Cl)=O ((3-Butyl-ureido)-2-chloro-benzoic acid). The reagents and catalysts are CN(C=O)C (dimethylformamide). Solvent: ClCCl (dichloromethane), ClCCl (dichloromethane). Conditions: time 2 hour. Yields the product C(CCC)NC(=O)NC1=C(C(=CC=C1)C(=O)C1=CNC2=NC=C(C=C21)C=2C=NC=CC2)Cl (1-Butyl-3-[2-chloro-3-(5-pyridin-3-yl-1H-pyrrolo[2,3-b]pyridine-3-carbonyl)-phenyl]-urea). The yield is 26.4%. As a reaction SMILES: [CH2:1]([NH:5][C:6](=[O:18])[NH:7][C:8]1[C:9]([Cl:17])=[C:10]([CH:14]=[CH:15][CH:16]=1)[C:11]([OH:13])=O)[CH2:2][CH2:3][CH3:4].S(Cl)(Cl)=O.O1CCCC1.[N:28]1[CH:33]=[CH:32][CH:31]=[C:30]([C:34]2[CH:35]=[C:36]3[CH:42]=[CH:41][NH:40][C:37]3=[N:38][CH:39]=2)[CH:29]=1.[Cl-].[Cl-].[Cl-].[Al+3]>CN(C)C=O.ClCCl>[CH2:1]([NH:5][C:6]([NH:7][C:8]1[CH:16]=[CH:15][CH:14]=[C:10]([C:11]([C:42]2[C:36]3[C:37](=[N:38][CH:39]=[C:34]([C:30]4[CH:29]=[N:28][CH:33]=[CH:32][CH:31]=4)[CH:35]=3)[NH:40][CH:41]=2)=[O:13])[C:9]=1[Cl:17])=[O:18])[CH2:2][CH2:3][CH3:4] |f:4.5.6.7|. Procedure details: To 3-(3-Butyl-ureido)-2-chloro-benzoic acid (587, 103 mg, 0.000380 mol) was added dichloromethane (10 mL, 0.2 mol) followed by thionyl chloride (110 μL, 0.0015 mol) and 1 drop of dimethylformamide to give a suspension. The reaction was stirred at room temperature for 2 hours. Solid material was still present in the reaction mixture, so tetrahydrofuran (0.5 mL, 0.006 mol) was added and continued stirring at room temperature. The reaction became a clear solution after 2 hours, then stirred for ano... Reactants: CC1=NN=C(O1)N1CCC(CC1)=O (1-(5-methyl-1,3,4-oxadiazol-2-yl)piperidin-4-one), FC=1C=C(C=CC1F)C1C=2N(CCC1)N=C(N2)N (8-(3,4-difluorophenyl)-5,6,7,8-tetrahydro-[1,2,4]triazolo[1,5-a]pyridin-2-amine), C(C)O (ethanol), [BH4-].[Na+] (sodium borohydride), [BH4-].[Na+] (sodium borohydride). Run in C1(=CC=CC=C1)C (toluene), C(C)(=O)O (acetic acid), O (Water). Reaction conditions: time 3 hour. Yields the product FC=1C=C(C=CC1F)C1C=2N(CCC1)N=C(N2)NC2CCN(CC2)C=2OC(=NN2)C ([8-(3,4-Difluoro-phenyl)-5,6,7,8-tetrahydro-[1,2,4]triazolo[1,5-a]pyridin-2-yl]-[1-(5-methyl-[1,3,4]oxadiazol-2-yl)-piperidin-4-yl]-amine), solid. Yield: 18.0%. Reaction SMILES: [CH3:1][C:2]1[O:6][C:5]([N:7]2[CH2:12][CH2:11][C:10](=O)[CH2:9][CH2:8]2)=[N:4][N:3]=1.[F:14][C:15]1[CH:16]=[C:17]([CH:22]2[CH2:27][CH2:26][CH2:25][N:24]3[N:28]=[C:29]([NH2:31])[N:30]=[C:23]23)[CH:18]=[CH:19][C:20]=1[F:21].C(O)C.[BH4-].[Na+]>C1(C)C=CC=CC=1.C(O)(=O)C.O>[F:14][C:15]1[CH:16]=[C:17]([CH:22]2[CH2:27][CH2:26][CH2:25][N:24]3[N:28]=[C:29]([NH:31][CH:10]4[CH2:11][CH2:12][N:7]([C:5]5[O:6][C:2]([CH3:1])=[N:3][N:4]=5)[CH2:8][CH2:9]4)[N:30]=[C:23]23)[CH:18]=[CH:19][C:20]=1[F:21] |f:3.4|. Procedure: A solution of 1-(5-methyl-1,3,4-oxadiazol-2-yl)piperidin-4-one (79.6 mg, 440 μmol) and 8-(3,4-difluorophenyl)-5,6,7,8-tetrahydro-[1,2,4]triazolo[1,5-a]pyridin-2-amine (110 mg, 440 mmol) in toluene (5 mL) and acetic acid (280 μL) was heated to reflux at a Dean-Stark trap. The reaction mixture was cooled to room temperature and ethanol (3 mL) was added followed by sodium borohydride (66.5 mg, 61.9 μL, 1.76 mmol). The reaction mixture was stirred at 50° C. for 3 hours. Further sodium borohydride (6... Starting materials: FC(C(=O)O)(F)F (Trifluoroacetic acid), OC(C)(C=1SC(=CN1)C1=NC(=CC(=C1)C)NC1=NC=CC(=C1)C(F)(F)F)C1CN(CC1)C(=O)OC(C)(C)C (tert-butyl 3-{1-hydroxy-1-[5-(4-methyl-6-{[4-(trifluoromethyl)pyridin-2-yl]amino}pyridin-2-yl)-1,3-thiazol-2-yl]ethyl}pyrrolidine-1-carboxylate). Run in ClCCl (dichloromethane). Run at time 16 hour. The product is CC1=CC(=NC(=C1)NC1=NC=CC(=C1)C(F)(F)F)C1=CN=C(S1)C(C)(O)C1CNCC1 (1-[5-(4-methyl-6-{[4-(trifluoromethyl)pyridin-2-yl]amino}pyridin-2-yl)-1,3-thiazol-2-yl]-1-(pyrrolidin-3-yl)ethanol). Reaction SMILES: FC(F)(F)C(O)=O.[OH:8][C:9]([CH:34]1[CH2:38][CH2:37][N:36](C(OC(C)(C)C)=O)[CH2:35]1)([C:11]1[S:12][C:13]([C:16]2[CH:21]=[C:20]([CH3:22])[CH:19]=[C:18]([NH:23][C:24]3[CH:29]=[C:28]([C:30]([F:33])([F:32])[F:31])[CH:27]=[CH:26][N:25]=3)[N:17]=2)=[CH:14][N:15]=1)[CH3:10]>ClCCl>[CH3:22][C:20]1[CH:19]=[C:18]([NH:23][C:24]2[CH:29]=[C:28]([C:30]([F:33])([F:31])[F:32])[CH:27]=[CH:26][N:25]=2)[N:17]=[C:16]([C:13]2[S:12][C:11]([C:9]([CH:34]3[CH2:38][CH2:37][NH:36][CH2:35]3)([OH:8])[CH3:10])=[N:15][CH:14]=2)[CH:21]=1. Reported procedure: Trifluoroacetic acid (0.4 mL, 5.19 mmol) was added to a solution of tert-butyl 3-{1-hydroxy-1-[5-(4-methyl-6-{[4-(trifluoromethyl)pyridin-2-yl]amino}pyridin-2-yl)-1,3-thiazol-2-yl]ethyl}pyrrolidine-1-carboxylate (100 mg, 0.182 mmol) in dichloromethane (0.8 mL). The mixture was stirred at room temperature for 16 hours then concentrated under reduced pressure. The residue was purified on reverse phase HPLC (Sunfire prep C18 OBD 5 uM, acetonitrile/water+0.1% TFA) to afford 1-[5-(4-methyl-6-{[4-(tri...